This data is from the Open Reaction Database (ORD), a public repository of structured organic reaction records. The task is: describe an organic reaction: reactants, conditions, products, and yield Reactants: CCOCC (ether), C(C)[Mg]Br (ethyl magnesium bromide), C(=O)C1=CC=C(N1CC1=CC=C(C=C1)C1=C(C=CC=C1)C1=NN=NN1C(C1=CC=CC=C1)(C1=CC=CC=C1)C1=CC=CC=C1)C(=O)[O-] (5-formyl-1-[2'-(1-triphenylmethyltetrazol-5-yl)biphenyl-4-yl-methyl]pyrrole-2-carboxylate), CCOCC (ether), solution. Run at time 10 minute. Yields the product OC(CC)C1=CC=C(N1CC1=CC=C(C=C1)C1=C(C=CC=C1)C1=NN=NN1C(C1=CC=CC=C1)(C1=CC=CC=C1)C1=CC=CC=C1)C(=O)OCC (Ethyl 5-(1-hydroxypropyl)-1-[2'-(1-triphenylmethyltetrazol-5-yl)biphenyl-4-yl-methyl]pyrrole-2-carboxylate). Isolated yield 95.0%. As a reaction SMILES: [CH:1]([C:3]1[N:7]([CH2:8][C:9]2[CH:14]=[CH:13][C:12]([C:15]3[CH:20]=[CH:19][CH:18]=[CH:17][C:16]=3[C:21]3[N:25]([C:26]([C:39]4[CH:44]=[CH:43][CH:42]=[CH:41][CH:40]=4)([C:33]4[CH:38]=[CH:37][CH:36]=[CH:35][CH:34]=4)[C:27]4[CH:32]=[CH:31][CH:30]=[CH:29][CH:28]=4)[N:24]=[N:23][N:22]=3)=[CH:11][CH:10]=2)[C:6]([C:45]([O-:47])=[O:46])=[CH:5][CH:4]=1)=[O:2].[CH2:48]([Mg]Br)[CH3:49].[CH3:52][CH2:53]OCC>>[OH:2][CH:1]([C:3]1[N:7]([CH2:8][C:9]2[CH:14]=[CH:13][C:12]([C:15]3[CH:20]=[CH:19][CH:18]=[CH:17][C:16]=3[C:21]3[N:25]([C:26]([C:39]4[CH:40]=[CH:41][CH:42]=[CH:43][CH:44]=4)([C:33]4[CH:34]=[CH:35][CH:36]=[CH:37][CH:38]=4)[C:27]4[CH:32]=[CH:31][CH:30]=[CH:29][CH:28]=4)[N:24]=[N:23][N:22]=3)=[CH:11][CH:10]=2)[C:6]([C:45]([O:47][CH2:48][CH3:49])=[O:46])=[CH:5][CH:4]=1)[CH2:52][CH3:53]. Reported procedure: Into a solution of 5-formyl-1-[2'-(1-triphenylmethyltetrazol-5-yl)biphenyl-4-yl-methyl]pyrrole-2-carboxylate (2.0 g, 3.1 mmol) in dry ether (100 ml) cooled to -78° C. was syringed a solution of ethyl magnesium bromide (1.3 ml of a 3.0M solution in ether; 4.0 mmol) dropwise over 10 minutes. The mixture was allowed to stir for 2 hours while being allowed to warm to room temperature. The mixture was quenched with 10% aqueous ammonium chloride (20 ml) and the organic phase was washed with saturated ... Starting materials: Fc1cc(Br)cc(F)c1F, C1COCCN1, CS(C)=O, [K+], [K+], O=C([O-])[O-], O. Product: Fc1cc(Br)cc(N2CCOCC2)c1F. Reaction SMILES: [Br:1][c:2]1[cH:3][c:4]([F:10])[c:5]([F:9])[c:6]([F:8])[cH:7]1.[CH2:11]1[CH2:12][O:13][CH2:14][CH2:15][NH:16]1.[CH3:23][S:24]([CH3:25])=[O:26].[K+:17].[K+:18].[O-:19][C:20]([O-:21])=[O:22].[OH2:27]>>[Br:1][c:2]1[cH:3][c:4]([N:16]2[CH2:11][CH2:12][O:13][CH2:14][CH2:15]2)[c:5]([F:9])[c:6]([F:8])[cH:7]1. Starting materials: COC1=CC=C(C=C1)C1=NC2=C(N1)C=C(C=C2)NC(=O)C2=CC=C(C(=O)OC)C=C2 (methyl 4-((2-(4-methoxyphenyl)-1H-benzo[d]imidazol-6-yl)carbamoyl)benzoate), N1=CC=CC=C1 (pyridine), COC1=CC=C(C=C1)C1=NC2=C(N1)C=C(C=C2)N (2-(4-Methoxyphenyl)-1H-benzo[d]imidazol-6-amine), ClC(=O)C1=CC=C(C(=O)OC)C=C1 (methyl 4-(chlorocarbonyl)benzoate). Conditions: time 2 hour. The product is COC=1C=C(\C=N\NC(=O)C2=CC=C(C(=O)NC=3C=CC4=C(NC(=N4)C4=CC=C(C=C4)OC)C3)C=C2)C=CC1 ((E)-4-(2-(3-Methoxybenzylidene)hydrazinecarbonyl)-N-(2-(4-methoxyphenyl)-1H-benzo[d]imidazol-6-yl)benzamide). Procedure details: Compound 269 was prepared according to the general procedure described in Scheme V. Preparation of methyl 4-((2-(4-methoxyphenyl)-1H-benzo[d]imidazol-6-yl)carbamoyl)benzoate: 2-(4-Methoxyphenyl)-1H-benzo[d]imidazol-6-amine (120 mg, 0.5 mmol) and methyl 4-(chlorocarbonyl)benzoate (80 mg, 0.4 mmole) were place in a 20 mL vial and pyridine (2.0 mL) added and capped tightly. The reaction mixture was stirred at room temperature for 2 h till a solid precipitated out. To this mixture, 10 mL EtOAC was a... Yield: 44.0%. Reaction SMILES: [CH3:1][O:2][C:3]1[CH:8]=[CH:7][C:6]([C:9]2[NH:13][C:12]3[CH:14]=[C:15]([NH:18][C:19]([C:21]4[CH:30]=[CH:29][C:24]([C:25](OC)=[O:26])=[CH:23][CH:22]=4)=[O:20])[CH:16]=[CH:17][C:11]=3[N:10]=2)=[CH:5][CH:4]=1.CO[C:33]1[CH:38]=[CH:37][C:36]([C:39]2[NH:43]C3C=C(N)C=CC=3N=2)=[CH:35][CH:34]=1.ClC(C1C=CC(C([O:58][CH3:59])=O)=CC=1)=O.[N:62]1C=CC=CC=1>>[CH3:59][O:58][C:38]1[CH:37]=[C:36]([CH:35]=[CH:34][CH:33]=1)/[CH:39]=[N:43]/[NH:62][C:25]([C:24]1[CH:23]=[CH:22][C:21]([C:19]([NH:18][C:15]2[CH:16]=[CH:17][C:11]3[N:10]=[C:9]([C:6]4[CH:7]=[CH:8][C:3]([O:2][CH3:1])=[CH:4][CH:5]=4)[NH:13][C:12]=3[CH:14]=2)=[O:20])=[CH:30][CH:29]=1)=[O:26]. Reactants: BrC=1C=CC(=NC1)NC(C(CCl)(C)C)=O (N-(5-bromo-pyridin-2-yl)-3-chloro-2,2-dimethyl-propionamide), [H-].[Na+] (NaH). The solvent is CN(C)C=O (DMF), CN(C)C=O (DMF). Run at temperature 70 celsius, time 3 hour. Yields the product BrC=1C=CC(=NC1)N1C(C(C1)(C)C)=O (1-(5-bromo-pyridin-2-yl)-3,3-dimethyl-azetidin-2-one). Yield: 85.0%. Reaction SMILES: [Br:1][C:2]1[CH:3]=[CH:4][C:5]([NH:8][C:9](=[O:15])[C:10]([CH3:14])([CH3:13])[CH2:11]Cl)=[N:6][CH:7]=1.[H-].[Na+]>CN(C=O)C>[Br:1][C:2]1[CH:3]=[CH:4][C:5]([N:8]2[CH2:11][C:10]([CH3:14])([CH3:13])[C:9]2=[O:15])=[N:6][CH:7]=1 |f:1.2|. Procedure: (250 mg, 0.738 mmol) N-(5-Bromo-pyridin-2-yl)-3-chloro-2,2-dimethyl-propionamide (Example 97, step 1) dissolved in DMF (3 ml) was added at room temperature to a solution of NaH (29.5 mg, 0.738 mmol, 1 equiv.) in 5 ml DMF. The mixture was stirred for 3 hours at 70° C. The reaction mixture was evaporated and the crude product was purified by flash chromatography on silica gel column and eluting with an ethyl acetate:heptane gradient 10:90 to 15:85. The desired 1-(5-bromo-pyridin-2-yl)-3,3-dimethyl...